From a dataset of the Open Reaction Database (ORD), a public repository of structured organic reaction records. describe an organic reaction: reactants, conditions, products, and yield The reactants are OC=1C(=C2C(CC(OC2=C(C1C)C)(C)COC1=CC=C(CC2C(N(C(S2)=O)CC(=O)OC(C)(C)C)=O)C=C1)=O)C (t-butyl α-{5-[4-(6-hydroxy-2,5,7,8-tetramethyl-4-oxochroman-2-ylmethoxy)benzyl]-2,4-dioxothiazolidin-3yl}acetate), Cl (hydrogen chloride). As a reaction SMILES: [OH:1][C:2]1[C:3]([CH3:40])=[C:4]2[C:9](=[C:10]([CH3:13])[C:11]=1[CH3:12])[O:8][C:7]([CH2:15][O:16][C:17]1[CH:38]=[CH:37][C:20]([CH2:21][CH:22]3[S:26][C:25](=[O:27])[N:24]([CH2:28][C:29]([O:31]C(C)(C)C)=[O:30])[C:23]3=[O:36])=[CH:19][CH:18]=1)([CH3:14])[CH2:6][C:5]2=[O:39].Cl>O1CCOCC1>[OH:1][C:2]1[C:3]([CH3:40])=[C:4]2[C:9](=[C:10]([CH3:13])[C:11]=1[CH3:12])[O:8][C:7]([CH2:15][O:16][C:17]1[CH:18]=[CH:19][C:20]([CH2:21][CH:22]3[S:26][C:25](=[O:27])[N:24]([CH2:28][C:29]([OH:31])=[O:30])[C:23]3=[O:36])=[CH:37][CH:38]=1)([CH3:14])[CH2:6][C:5]2=[O:39]. Solvent: O1CCOCC1 (dioxane). Product: OC=1C(=C2C(CC(OC2=C(C1C)C)(C)COC1=CC=C(CC2C(N(C(S2)=O)CC(=O)O)=O)C=C1)=O)C (α-{5-[4-(6-Hydroxy-2,5,7,8-tetramethyl-4-oxochroman-2-ylmethoxy)benzyl]-2,4-dioxothiazolidin-3-yl}acetic acid). Procedure details: A mixture of 350 mg of t-butyl α-{5-[4-(6-hydroxy-2,5,7,8-tetramethyl-4-oxochroman-2-ylmethoxy)benzyl]-2,4-dioxothiazolidin-3yl}acetate (prepared as described in Example 49) and 4 ml of a 4N dioxane solution of hydrogen chloride was treated in the same manner described in Example 61, to give the title compound as a pale yellow powder, softening at 60°-70° C. The product is N1(CCCCCC1)CC1=CC=C(CCCNC=2C(=CC3=C(OCO3)C2)C2CC=3C=CC(=CC3CC2)O)C=C1 (6-{6-[(4-Azepan-1-ylmethylbenzyl)ethylamino]benzo[1,3]dioxol-5-yl}-5,6,7,8-tetrahydronaphthalen-2-ol). RXN SMILES: [CH2:1]([NH:3][C:4]1[C:5]([CH:13]2[CH2:22][CH2:21][C:20]3[CH:19]=[C:18]([O:23]C(=O)C(C)(C)C)[CH:17]=[CH:16][C:15]=3[CH2:14]2)=[CH:6][C:7]2[O:11][CH2:10][O:9][C:8]=2[CH:12]=1)[CH3:2].Cl.[N:31]1([CH2:38][C:39]2[CH:47]=[CH:46][C:42]([C:43](O)=O)=[CH:41][CH:40]=2)[CH2:37][CH2:36][CH2:35][CH2:34][CH2:33][CH2:32]1>>[N:31]1([CH2:38][C:39]2[CH:47]=[CH:46][C:42]([CH2:43][CH2:2][CH2:1][NH:3][C:4]3[C:5]([CH:13]4[CH2:22][CH2:21][C:20]5[CH:19]=[C:18]([OH:23])[CH:17]=[CH:16][C:15]=5[CH2:14]4)=[CH:6][C:7]4[O:11][CH2:10][O:9][C:8]=4[CH:12]=3)=[CH:41][CH:40]=2)[CH2:37][CH2:36][CH2:35][CH2:34][CH2:33][CH2:32]1 |f:1.2|. Reported procedure: Synthesized from pivalic acid 6-(6-ethylaminobenzo[1,3]dioxol-5-yl)-5,6,7,8-tetrahydronaphthalen-2-yl ester (40 mg) and 4-azepan-1-ylmethylbenzoic acid hydrochloride (80 mg) according to an analogous synthetic method to Example 337 described below, the title compound (14 mg) was obtained. Yield: 27.0%. Reactants: C(C)NC=1C(=CC2=C(OCO2)C1)C1CC=2C=CC(=CC2CC1)OC(C(C)(C)C)=O (pivalic acid 6-(6-ethylaminobenzo[1,3]dioxol-5-yl)-5,6,7,8-tetrahydronaphthalen-2-yl ester), Cl.N1(CCCCCC1)CC1=CC=C(C(=O)O)C=C1 (4-azepan-1-ylmethylbenzoic acid hydrochloride). Conditions: time 30 minute. Run in CN(C)C=O (DMF). Procedure: A solution of 2,4-diamino-5-bromo-pyrimidine (9.5 g, 50 mmol, 1.0 eq) and potassium ethyl xanthogenate (16 g, 100 mmol. 2 eq) in DMF (300 ml) was heated up to reflux for 10 hours under N2. The reaction solution was cooled down to room temperature and water (600 ml) was added. The pH of the solution was then adjusted to about 5 using H2SO4 (2 ml) and the resulting suspension was stirred at 50-60° C. for 30 min., cooled to about 30° C., filtered and washed with water. The product was dried under v... Yield: 89.0%. Yields the product NC=1N=CC2=C(N1)NC(S2)=S (5-amino-3H-thiazolo[4,5-d]pyrimidin-2-thione). As a reaction SMILES: [NH2:1][C:2]1[N:7]=[C:6]([NH2:8])[C:5](Br)=[CH:4][N:3]=1.CCO[C:13]([S-:15])=[S:14].[K+].O.OS(O)(=O)=O>CN(C=O)C>[NH2:1][C:2]1[N:3]=[CH:4][C:5]2[S:15][C:13](=[S:14])[NH:8][C:6]=2[N:7]=1 |f:1.2|. The reactants are OS(=O)(=O)O (H2SO4), NC1=NC=C(C(=N1)N)Br (2,4-diamino-5-bromo-pyrimidine), CCOC(=S)[S-].[K+] (potassium ethyl xanthogenate), O (water). Reactants: NC1=NC2=C(C=3C=CC=NC13)C=CC(=C2)C=O (5-aminobenzo[f][1,7]naphthyridine-8-carbaldehyde), [Br-].C(C1=CC=CC=C1)[P+](C1=CC=CC=C1)(C1=CC=CC=C1)C1=CC=CC=C1 (benzyltriphenylphosphonium bromide). Yields the product C(CC1=CC=CC=C1)C1=CC=2C(=C3C=CC=NC3=C(N2)N)C=C1 (8-Phenethylbenzo[f][1,7]naphthyridin-5-amine). As a reaction SMILES: [NH2:1][C:2]1[C:11]2[N:10]=[CH:9][CH:8]=[CH:7][C:6]=2[C:5]2[CH:12]=[CH:13][C:14]([CH:16]=O)=[CH:15][C:4]=2[N:3]=1.[Br-].[CH2:19]([P+](C1C=CC=CC=1)(C1C=CC=CC=1)C1C=CC=CC=1)[C:20]1[CH:25]=[CH:24][CH:23]=[CH:22][CH:21]=1>>[CH2:16]([C:14]1[CH:13]=[CH:12][C:5]2=[C:6]3[C:11](=[C:2]([NH2:1])[N:3]=[C:4]2[CH:15]=1)[N:10]=[CH:9][CH:8]=[CH:7]3)[CH2:19][C:20]1[CH:25]=[CH:24][CH:23]=[CH:22][CH:21]=1 |f:1.2|. Procedure: 8-Phenethylbenzo[f][1,7]naphthyridin-5-amine was prepared from 5-aminobenzo[f][1,7]naphthyridine-8-carbaldehyde (from Example 87) with benzyltriphenylphosphonium bromide following the procedures described for Example 91 (wittig reaction) and Example 92 (reduction). 1H NMR (acetone-d6): δ 8.99 (dd, 1H), 8.88 (dd, 1H), 8.35 (d, 1H), 7.83 (dd, 1H), 7.49 (d, 1H), 7.29-7.15 (dd, 6H), 6.70 (br s, 2H), 3.10-3.00 (m, 4H). LRMS [M+H]=300.1. Reactants: CCC(CC)CNNC(=O)C(CC(C)C)C(CC=Cc1ccccc1)C(=O)NOCc1ccccc1, O=C(O)Cn1ccnc1. Yields the product CCC(CC)CN(NC(=O)C(CC(C)C)C(CC=Cc1ccccc1)C(=O)NOCc1ccccc1)C(=O)Cn1ccnc1. As a reaction SMILES: [CH2:1]([c:2]1[cH:3][cH:4][cH:5][cH:6][cH:7]1)[O:8][NH:9][C:10](=[O:11])[CH:12]([CH2:13][CH:14]=[CH:15][c:16]1[cH:17][cH:18][cH:19][cH:20][cH:21]1)[CH:22]([C:23](=[O:24])[NH:25][NH:26][CH2:27][CH:28]([CH2:29][CH3:30])[CH2:31][CH3:32])[CH2:33][CH:34]([CH3:35])[CH3:36].[n:37]1([CH2:42][C:43](=[O:44])[OH:45])[cH:38][n:39][cH:40][cH:41]1>>[CH2:1]([c:2]1[cH:3][cH:4][cH:5][cH:6][cH:7]1)[O:8][NH:9][C:10](=[O:11])[CH:12]([CH2:13][CH:14]=[CH:15][c:16]1[cH:17][cH:18][cH:19][cH:20][cH:21]1)[CH:22]([C:23](=[O:24])[NH:25][N:26]([CH2:27][CH:28]([CH2:29][CH3:30])[CH2:31][CH3:32])[C:43]([CH2:42][n:37]1[cH:38][n:39][cH:40][cH:41]1)=[O:44])[CH2:33][CH:34]([CH3:35])[CH3:36]. Procedure details: The title compound was synthesized by the reaction of 1-(5-chloro-benzothiazole-2-sulfonyl)-piperazin-2-one trifluoroacetic acid salt with [2-N-(benzhydryloxycarbonyl)-guanin-9-yl]-acetic acid as per the procedure of Example 52. 1H NMR (500 MHz; DMSO-d6) δ 11.62 (brs, H), 11.25 (brs, 1H), 8.42–8.39 (m, 1H), 7.96 (s, 0.6H), 7.82 (s, 0.4H), 7.78 (m, 1H), 7.46 (d, 4H), 7.39 (t, 4H), 7.31 (t, 2H), 6.87 (s, 1H), 5.17 (s, 1.2H), 5.06 (s, 0.8H), 4.53 (s, 0.8H), 4.29 (s, 1.22H), 4.25 (t, 1.2H), 4.08–4.0... Yields the product ClC=1C=CC2=C(N=C(S2)S(=O)(=O)N2C(CN(CC2)C(CN2C=3N=C(NC(C3N=C2)=O)NC(=O)OC(C2=CC=CC=C2)C2=CC=CC=C2)=O)=O)C1 (1-(5-Chloro-benzothiazole-2-sulfonyl)-4-{[2-N-(benzhydryloxycarbonyl)-guanin-9-yl]-acetyl}-piperazin-2-one). The reactants are FC(C(=O)O)(F)F.ClC=1C=CC2=C(N=C(S2)S(=O)(=O)N2C(CNCC2)=O)C1 (1-(5-chloro-benzothiazole-2-sulfonyl)-piperazin-2-one trifluoroacetic acid salt), C(C1=CC=CC=C1)(C1=CC=CC=C1)OC(=O)NC=1NC(C=2N=CN(C2N1)CC(=O)O)=O ([2-N-(benzhydryloxycarbonyl)-guanin-9-yl]-acetic acid). As a reaction SMILES: FC(F)(F)C(O)=O.[Cl:8][C:9]1[CH:10]=[CH:11][C:12]2[S:16][C:15]([S:17]([N:20]3[CH2:25][CH2:24][NH:23][CH2:22][C:21]3=[O:26])(=[O:19])=[O:18])=[N:14][C:13]=2[CH:27]=1.[CH:28]([O:41][C:42]([NH:44][C:45]1[NH:46][C:47](=[O:58])[C:48]2[N:49]=[CH:50][N:51]([CH2:54][C:55](O)=[O:56])[C:52]=2[N:53]=1)=[O:43])([C:35]1[CH:40]=[CH:39][CH:38]=[CH:37][CH:36]=1)[C:29]1[CH:34]=[CH:33][CH:32]=[CH:31][CH:30]=1>>[Cl:8][C:9]1[CH:10]=[CH:11][C:12]2[S:16][C:15]([S:17]([N:20]3[CH2:25][CH2:24][N:23]([C:55](=[O:56])[CH2:54][N:51]4[CH:50]=[N:49][C:48]5[C:47](=[O:58])[NH:46][C:45]([NH:44][C:42]([O:41][CH:28]([C:35]6[CH:40]=[CH:39][CH:38]=[CH:37][CH:36]=6)[C:29]6[CH:34]=[CH:33][CH:32]=[CH:31][CH:30]=6)=[O:43])=[N:53][C:52]4=5)[CH2:22][C:21]3=[O:26])(=[O:19])=[O:18])=[N:14][C:13]=2[CH:27]=1 |f:0.1|. The reactants are CCOC(=O)CBr, O=C([O-])[O-], CCOC(C)=O, CC(C)=O, Cl, [K+], [K+], Oc1cccc(Cl)c1. The product is CCOC(=O)COc1cccc(Cl)c1. RXN SMILES: [Br:1][CH2:2][C:3](=[O:4])[O:5][CH2:6][CH3:7].[C:16](=[O:17])([O-:18])[O-:19].[CH3:23][CH2:24][O:25][C:26](=[O:27])[CH3:28].[CH3:29][C:30](=[O:31])[CH3:32].[ClH:22].[K+:20].[K+:21].[OH:8][c:9]1[cH:10][cH:11][cH:12][c:13]([Cl:14])[cH:15]1>>[CH2:2]([C:3](=[O:4])[O:5][CH2:6][CH3:7])[O:8][c:9]1[cH:10][cH:11][cH:12][c:13]([Cl:14])[cH:15]1. Starting materials: COC(OC)OC, CO, O=C1CCN(c2ccc([N+](=O)[O-])cc2F)CC1F, O, Cc1ccc(S(=O)(=O)O)cc1. The product is COC1(OC)CCN(c2ccc([N+](=O)[O-])cc2F)CC1F. Reaction SMILES: [CH3:19][O:20][CH:21]([O:22][CH3:23])[O:24][CH3:25].[CH3:38][OH:39].[F:1][CH:2]1[CH2:3][N:4]([c:9]2[c:10]([F:18])[cH:11][c:12]([N+:15](=[O:16])[O-:17])[cH:13][cH:14]2)[CH2:5][CH2:6][C:7]1=[O:8].[OH2:26].[c:27]1([CH3:28])[cH:29][cH:30][c:31]([S:32]([OH:33])(=[O:34])=[O:35])[cH:36][cH:37]1>>[F:1][CH:2]1[CH2:3][N:4]([c:9]2[c:10]([F:18])[cH:11][c:12]([N+:15](=[O:16])[O-:17])[cH:13][cH:14]2)[CH2:5][CH2:6][C:21]1([O:20][CH3:19])[O:22][CH3:23]. Starting materials: C(=C)P(O)(O)=O (vinylphosphonic acid), C(C(=C)C)(=O)O (methacrylic acid), CC(C)(C#N)N=NC(C)(C)C#N (AIBN). Solvent: C(C)(=O)OCC (ethyl acetate), C(C)(=O)OCC (ethyl acetate). Run at temperature 70 celsius, time 2 hour. The product is C(=C)P(O)(O)=O.C(C(=C)C)(=O)O (Vinylphosphonic Acid Methacrylic Acid). As a reaction SMILES: [CH:1]([P:3](=[O:6])([OH:5])[OH:4])=[CH2:2].[C:7]([OH:12])(=[O:11])[C:8]([CH3:10])=[CH2:9].CC(N=NC(C#N)(C)C)(C#N)C>C(OCC)(=O)C>[CH:1]([P:3](=[O:4])([OH:6])[OH:5])=[CH2:2].[C:7]([OH:12])(=[O:11])[C:8]([CH3:10])=[CH2:9] |f:4.5|. Procedure details: In a 10 liter flask equipped with a stirrer, a capacitor and a dropping device, 3,500 g of ethyl acetate was charged and heated to 70° C. Then, 390 g (3.61 mol) of a vinylphosphonic acid monomer, 1,243 g (14.44 mol) of methacrylic acid and 52 g of AIBN were dissolved in 1,000 g of ethyl acetate and the obtained solution was added dropwise in a reactor over 4 hours. During the dropwise addition of a monomer solution, a white precipitate was produced. After heating and stirring for 2 hours while m... Starting materials: C1CCOC1, CCN(C(C)C)C(C)C, Cc1cccc(Cl)c1Nc1nc2cc(C(=O)O)c3c(c2[nH]1)CC(C)(C)O3, Nc1ccc(F)c(C(F)(F)F)c1, O=S(Cl)Cl, c1ccccc1. Yields the product Cc1cccc(Cl)c1Nc1nc2cc(C(=O)Nc3ccc(F)c(C(F)(F)F)c3)c3c(c2[nH]1)CC(C)(C)O3. Reaction SMILES: [CH2:52]1[O:53][CH2:54][CH2:55][CH2:56]1.[CH:43]([N:44]([CH2:45][CH3:46])[CH:47]([CH3:48])[CH3:49])([CH3:50])[CH3:51].[Cl:1][c:2]1[c:3]([NH:9][c:10]2[nH:11][c:12]3[c:13]([n:14]2)[cH:15][c:16]([C:24](=[O:25])[OH:26])[c:17]2[c:18]3[CH2:19][C:20]([CH3:22])([CH3:23])[O:21]2)[c:4]([CH3:8])[cH:5][cH:6][cH:7]1.[F:31][c:32]1[c:33]([C:39]([F:40])([F:41])[F:42])[cH:34][c:35]([NH2:36])[cH:37][cH:38]1.[S:27]([Cl:28])([Cl:29])=[O:30].[cH:57]1[cH:58][cH:59][cH:60][cH:61][cH:62]1>>[Cl:1][c:2]1[c:3]([NH:9][c:10]2[nH:11][c:12]3[c:13]([n:14]2)[cH:15][c:16]([C:24](=[O:26])[NH:36][c:35]2[cH:34][c:33]([C:39]([F:40])([F:41])[F:42])[c:32]([F:31])[cH:38][cH:37]2)[c:17]2[c:18]3[CH2:19][C:20]([CH3:22])([CH3:23])[O:21]2)[c:4]([CH3:8])[cH:5][cH:6][cH:7]1.